Dataset: the Open Reaction Database (ORD), a public repository of structured organic reaction records. Task: describe an organic reaction: reactants, conditions, products, and yield The reactants are Cl, Nc1nc2sc(-c3ccccc3)cn2c(=O)c1[N+](=O)[O-], C1COCCO1, [Sn]. Product: Nc1nc2sc(-c3ccccc3)cn2c(=O)c1N. As a reaction SMILES: [ClH:22].[NH2:1][c:2]1[n:3][c:4]2[n:5]([c:6](=[O:11])[c:7]1[N+:8]([O-:9])=[O:10])[cH:12][c:13](-[c:15]1[cH:16][cH:17][cH:18][cH:19][cH:20]1)[s:14]2.[O:23]1[CH2:24][CH2:25][O:26][CH2:27][CH2:28]1.[Sn:21]>>[NH2:1][c:2]1[n:3][c:4]2[n:5]([c:6](=[O:11])[c:7]1[NH2:8])[cH:12][c:13](-[c:15]1[cH:16][cH:17][cH:18][cH:19][cH:20]1)[s:14]2. Starting materials: C(CCCCC)N(S(=O)(=O)C=1C=2C=CN=CC2C=CC1)C(CCCC)COS(=O)(=O)C1=CC=C(C=C1)C (N-hexyl-N-(1-p-toluenesulfonyloxymethylpentyl)-5-isoquinolinesulfonamide), N (ammonia). Solvent: C(C)O (ethanol). Run at temperature 100 celsius. Product: NCC(CCCC)N(S(=O)(=O)C=1C=2C=CN=CC2C=CC1)CCCCCC (N-(1-aminomethylpentyl)-N-hexyl-5-isoquinolinesulfonamide). RXN SMILES: [CH2:1]([N:7]([CH:21]([CH2:26]OS(C1C=CC(C)=CC=1)(=O)=O)[CH2:22][CH2:23][CH2:24][CH3:25])[S:8]([C:11]1[C:12]2[CH:13]=[CH:14][N:15]=[CH:16][C:17]=2[CH:18]=[CH:19][CH:20]=1)(=[O:10])=[O:9])[CH2:2][CH2:3][CH2:4][CH2:5][CH3:6].[NH3:38]>C(O)C>[NH2:38][CH2:26][CH:21]([N:7]([CH2:1][CH2:2][CH2:3][CH2:4][CH2:5][CH3:6])[S:8]([C:11]1[C:12]2[CH:13]=[CH:14][N:15]=[CH:16][C:17]=2[CH:18]=[CH:19][CH:20]=1)(=[O:9])=[O:10])[CH2:22][CH2:23][CH2:24][CH3:25]. Procedure: To 2.37 g of the thus obtained N-hexyl-N-(1-p-toluenesulfonyloxymethylpentyl)-5-isoquinolinesulfonamide was added 40 ml of an ethanol solution containing 4 g of ammonia, and the mixture was heated in a pressure vessel at 100° C. for 13 hours. Then, the solvent was removed under reduced pressure to obtain a residue. The residue thus obtained was subjected to purification by silica gel column chromatography (Wacogel C-200, solvent: a 5% methanol solution in chloroform) to obtain 0.70 g of N-(1-ami... The reactants are C(C)(C)(C)OC(=O)N1CCC2=C(N(N=C2CC1)C1CC1)OS(=O)(=O)C(F)(F)F (2-cyclopropyl-3-trifluoromethanesulfonyloxy-4,5,7,8-tetrahydro-2H-1,2,6-triaza-azulene-6-carboxylic acid tert-butyl ester), FC1=CC=C(C=C1)B(O)O (4-fluorophenylboronic acid). Yields the product C1(CC1)N1N=C2CCNCCC2=C1C1=CC=C(C=C1)F (2-Cyclopropyl-3-(4-fluoro-phenyl)-2,4,5,6,7,8-hexahydro-1,2,6-triaza-azulene). Isolated yield 105.0%. As a reaction SMILES: C(OC([N:8]1[CH2:17][CH2:16][C:15]2[C:11](=[C:12](OS(C(F)(F)F)(=O)=O)[N:13]([CH:18]3[CH2:20][CH2:19]3)[N:14]=2)[CH2:10][CH2:9]1)=O)(C)(C)C.[F:29][C:30]1[CH:35]=[CH:34][C:33](B(O)O)=[CH:32][CH:31]=1>>[CH:18]1([N:13]2[C:12]([C:33]3[CH:34]=[CH:35][C:30]([F:29])=[CH:31][CH:32]=3)=[C:11]3[C:15]([CH2:16][CH2:17][NH:8][CH2:9][CH2:10]3)=[N:14]2)[CH2:19][CH2:20]1. Procedure details: The title compound (134 mg) was prepared according to Example 281 using 200 mg of 2-cyclopropyl-3-trifluoromethanesulfonyloxy-4,5,7,8-tetrahydro-2H-1,2,6-triaza-azulene-6-carboxylic acid tert-butyl ester (Example 281, Step C) and 92 mg of 4-fluorophenylboronic acid. MS (ESI): exact mass calculated for C16H18FN3, 271.15. found, m/z 272.5 [M+H]+. 1H NMR (500 MHz, CD3OD): 7.51-7.47 (m, 2H), 7.31-7.27 (m, 2H), 3.55-3.51 (m, 1H), 3.41-3.39 (m, 2H), 3.23-3.14 (m, 2H), 3.00-2.83 (m, 2H), 0.93-0.084 (m,... The reactants are C([O-])(O)=O.[Na+] (sodium bicarbonate), ClC1=CC(=C(C=C1)C1=NC2=CC(=CC=C2C(N1)=O)C(F)(F)F)SCC (2-(4-chloro-2-ethylsulfanylphenyl)-7-trifluoromethyl-3H-quinazolin-4-one), P(=O)(Cl)(Cl)Cl (phosphorus oxychloride), C(C)(C)N(C(C)C)CC (N,N-diisopropylethylamine). Solvent: C1(=CC=CC=C1)C (toluene). Run at temperature 90 celsius, time 1 hour. Product: ClC1=NC(=NC2=CC(=CC=C12)C(F)(F)F)C1=C(C=C(C=C1)Cl)SCC (4-chloro-2-(4-chloro-2-ethylsulfanylphenyl)-7-trifluoromethylquinazoline). Reaction SMILES: [Cl:1][C:2]1[CH:7]=[CH:6][C:5]([C:8]2[NH:17][C:16](=O)[C:15]3[C:10](=[CH:11][C:12]([C:19]([F:22])([F:21])[F:20])=[CH:13][CH:14]=3)[N:9]=2)=[C:4]([S:23][CH2:24][CH3:25])[CH:3]=1.P(Cl)(Cl)([Cl:28])=O.C(N(CC)C(C)C)(C)C.C(=O)(O)[O-].[Na+]>C1(C)C=CC=CC=1>[Cl:28][C:16]1[C:15]2[C:10](=[CH:11][C:12]([C:19]([F:22])([F:21])[F:20])=[CH:13][CH:14]=2)[N:9]=[C:8]([C:5]2[CH:6]=[CH:7][C:2]([Cl:1])=[CH:3][C:4]=2[S:23][CH2:24][CH3:25])[N:17]=1 |f:3.4|. Reported procedure: A mixture of 1.46 g of 2-(4-chloro-2-ethylsulfanylphenyl)-7-trifluoromethyl-3H-quinazolin-4-one, 0.39 ml of phosphorus oxychloride, 538 mg of N,N-diisopropylethylamine and 20 ml of toluene was stirred at 90° C. for 1 hour. A saturated aqueous sodium bicarbonate solution was added to the cooled reaction mixture, and the mixture was extracted with ethyl acetate. The organic layer was washed with water and dried over anhydrous magnesium sulfate, and then concentrated under reduced pressure to obtai... Starting materials: ClC1=CC=C(CNC2=NC3=C(N2C)C=CC(=C3)N(C)C3=NC(=NC=C3)Cl)C=C1 (N2-(4-Chloro-benzyl)-N5-(2-chloro-pyrimidin-4-yl)-1,N5-dimethyl-1H-benzoimidazole-2,5-diamine), CNS(=O)(=O)CCC1=CC=C(C=C1)N (2-(4-amino-phenyl)-ethanesulfonic acid methylamide). The product is Cl.CNS(=O)(=O)CCC1=CC=C(C=C1)NC1=NC=CC(=N1)N(C)C1=CC2=C(N(C(=N2)NCC2=CC=C(C=C2)Cl)C)C=C1 (2-[4-(4-{[2-(4-Chloro-benzylamino)-1-methyl-1H-benzoimidazol-5-yl]-methyl-amino}-pyrimidin-2-ylamino)-phenyl]-ethanesulfonic acid methylamide hydrochloride). Reaction SMILES: [Cl:1][C:2]1[CH:28]=[CH:27][C:5]([CH2:6][NH:7][C:8]2[N:12]([CH3:13])[C:11]3[CH:14]=[CH:15][C:16]([N:18]([C:20]4[CH:25]=[CH:24][N:23]=[C:22](Cl)[N:21]=4)[CH3:19])=[CH:17][C:10]=3[N:9]=2)=[CH:4][CH:3]=1.[CH3:29][NH:30][S:31]([CH2:34][CH2:35][C:36]1[CH:41]=[CH:40][C:39]([NH2:42])=[CH:38][CH:37]=1)(=[O:33])=[O:32]>>[ClH:1].[CH3:29][NH:30][S:31]([CH2:34][CH2:35][C:36]1[CH:37]=[CH:38][C:39]([NH:42][C:22]2[N:21]=[C:20]([N:18]([C:16]3[CH:15]=[CH:14][C:11]4[N:12]([CH3:13])[C:8]([NH:7][CH2:6][C:5]5[CH:27]=[CH:28][C:2]([Cl:1])=[CH:3][CH:4]=5)=[N:9][C:10]=4[CH:17]=3)[CH3:19])[CH:25]=[CH:24][N:23]=2)=[CH:40][CH:41]=1)(=[O:32])=[O:33] |f:2.3|. Procedure: The title compound was prepared following the procedure of example one with N2-(4-Chloro-benzyl)-N5-(2-chloro-pyrimidin-4-yl)-1,N5-dimethyl-1H-benzoimidazole-2,5-diamine (103 mg, 0.25 mmol) and 2-(4-amino-phenyl)-ethanesulfonic acid methylamide (54 mg, 0.25 mmol) as a white solid (96 mg, 64%). 1H NMR (300 MHz, d6-DMSO+NaHCO3) δ 10.27 (br s, 1H), 9.34 (br s, 1H), 7.85 (d, J=7.2 Hz, 1H), 7.61 (d, J=8.4 Hz, 1H), 7.49-7.54 (m, 4H), 7.38-7.44 (m, 3H), 7.20-7.26 (m, 3H), 6.99 (q, J=5.1 Hz, 1H), 5.83 (...